From a dataset of the Open Reaction Database (ORD), a public repository of structured organic reaction records. describe an organic reaction: reactants, conditions, products, and yield The reactants are Cl, CC(C)Oc1cc(C(=O)c2cc(F)cc(OC(F)(F)C(F)F)c2)ccc1F, NO, c1ccncc1. Product: CC(C)Oc1cc(C(=NO)c2cc(F)cc(OC(F)(F)C(F)F)c2)ccc1F. Reaction SMILES: [ClH:28].[F:1][c:2]1[c:3]([O:24][CH:25]([CH3:26])[CH3:27])[cH:4][c:5]([C:8](=[O:9])[c:10]2[cH:11][c:12]([F:23])[cH:13][c:14]([O:16][C:17]([CH:18]([F:19])[F:20])([F:21])[F:22])[cH:15]2)[cH:6][cH:7]1.[NH2:29][OH:30].[cH:31]1[cH:32][cH:33][n:34][cH:35][cH:36]1>>[F:1][c:2]1[c:3]([O:24][CH:25]([CH3:26])[CH3:27])[cH:4][c:5]([C:8]([c:10]2[cH:11][c:12]([F:23])[cH:13][c:14]([O:16][C:17]([CH:18]([F:19])[F:20])([F:21])[F:22])[cH:15]2)=[N:29][OH:30])[cH:6][cH:7]1. Starting materials: FC=1C(=NC(=NC1Cl)N)Cl (5-fluoro-4,6-dichloro-2-pyrimidineamine), [OH-].[NH4+] (ammonium hydroxide). Solvent: C(C)O (ethanol). Conditions: temperature 100 celsius. Product: FC=1C(=NC(=NC1Cl)N)N (5-Fluoro-6-chloro-2,4-pyrimidinediamine). The yield is 65.0%. As a reaction SMILES: [F:1][C:2]1[C:3](Cl)=[N:4][C:5]([NH2:9])=[N:6][C:7]=1[Cl:8].[OH-].[NH4+:12]>C(O)C>[F:1][C:2]1[C:3]([NH2:12])=[N:4][C:5]([NH2:9])=[N:6][C:7]=1[Cl:8] |f:1.2|. Reported procedure: 5-Fluoro-4,6-dichloro-2-pyrimidineamine (4) (204 mg, 1 mmol) and ammonium hydroxide (15 ml) were charged to a sealed tube and ethanol (1.5 ml) added. The tube was heated at 100° C. for 24 hours. The solution was concentrated. The residue was absorbed on silica gel and chromatographed (elution with ethyl acetate), yielding (5) as a white powder (118 mg, 65%): MS (70 eV, EI) m/z (relative intensity) 162 (M+, 100), 43 (92), 164 (33), 127 (29), 135 (16). Exact Mass Calcd for C4H4N4ClF: 162.0108. Fou... Starting materials: 11, O.C1(=CC=C(C=C1)S(=O)(=O)O)C (para-toluenesulfonic acid monohydrate), COC1=C(CNC(=O)C2=NNC=C2N(CC2=CC(=CC=C2)[N+](=O)[O-])C)C=CC(=C1)OC (4-[methyl (3-nitrobenzyl)amino]-1H-pyrazole-3-carboxylic acid 2,4-dimethoxybenzylamide), CO (methanol), [OH-].[Na+] (sodium hydroxide). Solvent: C(C)(=O)OCC (ethyl acetate), O (water), C1(=CC=CC=C1)C (toluene), C1(=CC=CC=C1)C (toluene). Product: CN(C=1C(=NNC1)C(=O)N)CC1=CC(=CC=C1)[N+](=O)[O-] (4-[methyl(3-nitrobenzyl)amino]-1H-pyrazole-3-carboxamide). The yield is 87.5%. RXN SMILES: O.C1(C)C=CC(S(O)(=O)=O)=CC=1.COC1C=C(OC)C=CC=1C[NH:18][C:19]([C:21]1[C:25]([N:26]([CH3:37])[CH2:27][C:28]2[CH:33]=[CH:32][CH:31]=[C:30]([N+:34]([O-:36])=[O:35])[CH:29]=2)=[CH:24][NH:23][N:22]=1)=[O:20].CO.[OH-].[Na+]>C1(C)C=CC=CC=1.O.C(OCC)(=O)C>[CH3:37][N:26]([CH2:27][C:28]1[CH:33]=[CH:32][CH:31]=[C:30]([N+:34]([O-:36])=[O:35])[CH:29]=1)[C:25]1[C:21]([C:19]([NH2:18])=[O:20])=[N:22][NH:23][CH:24]=1 |f:0.1,4.5|. Procedure details: 4.45 g of para-toluenesulfonic acid monohydrate are added to a solution of 2.49 g of 4-[methyl (3-nitrobenzyl)amino]-1H-pyrazole-3-carboxylic acid 2,4-dimethoxybenzylamide in 30 ml of toluene, and the reaction medium is then heated at the reflux temperature of the toluene for 17 hours. After cooling the reaction medium to room temperature, 15 ml of methanol are added, followed by 700 ml of ethyl acetate and finally 300 ml of distilled water. The pH of this medium is adjusted to a value of 11 by ... Yields the product FC1=C(C=CC(=C1)N1C(COCC1)=O)NC(=O)N1C[C@H](CC1)CNC(=O)C=1SC(=CC1)Cl ((R)-3-{[(5-chloro-thiophene-2-carbonyl)-amino]-methyl}-pyrrolidine-1-carboxylic acid[2-fluoro-4-(3-oxo-morpholin-4-yl)-phenyl]-amide). Reported procedure: 72.2 Using general method H. 5-chloro-thiophene-2-carboxylic acid ((S)-1-pyrrolidin-3-ylmethyl)-amide trifluoro acetate was reacted with [2-fluoro-4-(3-oxo-morpholin-4-yl)-phenyl]-carbamic acid 4-nitro-phenyl ester to give (R)-3-{[(5-chloro-thiophene-2-carbonyl)-amino]-methyl}-pyrrolidine-1-carboxylic acid[2-fluoro-4-(3-oxo-morpholin-4-yl)-phenyl]-amide. White solid. MS 481.3 ([M+H]+) Reactants: FC(C(=O)O)(F)F.N1C[C@H](CC1)CNC(=O)C=1SC(=CC1)Cl (5-chloro-thiophene-2-carboxylic acid ((S)-1-pyrrolidin-3-ylmethyl)-amide trifluoro acetate), [N+](=O)([O-])C1=CC=C(C=C1)OC(NC1=C(C=C(C=C1)N1C(COCC1)=O)F)=O ([2-fluoro-4-(3-oxo-morpholin-4-yl)-phenyl]-carbamic acid 4-nitro-phenyl ester). RXN SMILES: FC(F)(F)C(O)=O.[NH:8]1[CH2:12][CH2:11][C@H:10]([CH2:13][NH:14][C:15]([C:17]2[S:18][C:19]([Cl:22])=[CH:20][CH:21]=2)=[O:16])[CH2:9]1.[N+](C1C=CC([O:32][C:33](=O)[NH:34][C:35]2[CH:40]=[CH:39][C:38]([N:41]3[CH2:46][CH2:45][O:44][CH2:43][C:42]3=[O:47])=[CH:37][C:36]=2[F:48])=CC=1)([O-])=O>>[F:48][C:36]1[CH:37]=[C:38]([N:41]2[CH2:46][CH2:45][O:44][CH2:43][C:42]2=[O:47])[CH:39]=[CH:40][C:35]=1[NH:34][C:33]([N:8]1[CH2:12][CH2:11][C@H:10]([CH2:13][NH:14][C:15]([C:17]2[S:18][C:19]([Cl:22])=[CH:20][CH:21]=2)=[O:16])[CH2:9]1)=[O:32] |f:0.1|. The reactants are O1CCC(CC1)N (tetrahydro-2H-pyran-4-amine), [Si](C)(C)(C(C)(C)C)OC[C@H](C1=CC(=C(C=C1)Cl)Cl)N1C(C=C(C=C1)C1=NC(=NC=C1)S(=O)(=O)C)=O ((S)-1-(2-(tert-butyldimethylsilyloxy)-1-(3,4-dichlorophenyl)ethyl)-4-(2-(methylsulfonyl)pyrimidin-4-yl)pyridin-2(1H)-one), [Si](C)(C)(C(C)(C)C)OC[C@H](C1=CC(=C(C=C1)Cl)F)N1C(C=C(C=C1)C1=NC(=NC=C1)S(=O)(=O)C)=O ((S)-1-(2-(tert-butyldimethylsilyloxy)-1-(4-chloro-3-fluorophenyl)ethyl)-4-(2-(methylsulfonyl)pyrimidin-4-yl)pyridin-2(1H)-one). The product is [Si](C)(C)(C(C)(C)C)OC[C@H](C1=CC(=C(C=C1)Cl)Cl)N1C(C=C(C=C1)C1=NC(=NC=C1)N[C@H]1[C@@H](COCC1)F)=O (1-((S)-2-(tert-Butyldimethylsilyloxy)-1-(3,4-dichlorophenyl)ethyl)-4-(2-((3S,4R)-3-fluorotetrahydro-2H-pyran-4-ylamino)pyrimidin-4-yl)pyridin-2(1H)-one). As a reaction SMILES: [O:1]1[CH2:6][CH2:5][CH:4]([NH2:7])[CH2:3][CH2:2]1.[Si:8]([O:15][CH2:16][C@@H:17]([N:26]1[CH:31]=[CH:30][C:29]([C:32]2[CH:37]=[CH:36][N:35]=[C:34](S(C)(=O)=O)[N:33]=2)=[CH:28][C:27]1=[O:42])[C:18]1[CH:23]=[CH:22][C:21]([Cl:24])=[C:20]([Cl:25])[CH:19]=1)([C:11]([CH3:14])([CH3:13])[CH3:12])([CH3:10])[CH3:9].[Si](OC[C@@H](N1C=CC(C2C=CN=C(S(C)(=O)=O)N=2)=CC1=O)C1C=CC(Cl)=C([F:60])C=1)(C(C)(C)C)(C)C>>[Si:8]([O:15][CH2:16][C@@H:17]([N:26]1[CH:31]=[CH:30][C:29]([C:32]2[CH:37]=[CH:36][N:35]=[C:34]([NH:7][C@@H:4]3[CH2:5][CH2:6][O:1][CH2:2][C@H:3]3[F:60])[N:33]=2)=[CH:28][C:27]1=[O:42])[C:18]1[CH:23]=[CH:22][C:21]([Cl:24])=[C:20]([Cl:25])[CH:19]=1)([C:11]([CH3:14])([CH3:13])[CH3:12])([CH3:10])[CH3:9]. Procedure: 1-((S)-2-(tert-Butyldimethylsilyloxy)-1-(3,4-dichlorophenyl)ethyl)-4-(2-((3S,4R)-3-fluorotetrahydro-2H-pyran-4-ylamino)pyrimidin-4-yl)pyridin-2(1H)-one was prepared according to the general procedure of Example 2, Step A, substituting (3S,4R)-3-fluorotetrahydro-2H-pyran-4-amine for tetrahydro-2H-pyran-4-amine and (S)-1-(2-(tert-butyldimethylsilyloxy)-1-(3,4-dichlorophenyl)ethyl)-4-(2-(methylsulfonyl)pyrimidin-4-yl)pyridin-2(1H)-one for (S)-1-(2-(tert-butyldimethylsilyloxy)-1-(4-chloro-3-fluoroph...